This data is from the Open Reaction Database (ORD), a public repository of structured organic reaction records. The task is: describe an organic reaction: reactants, conditions, products, and yield Reaction SMILES: COC(=O)C(O)=CC(=O)N(CC1C=CC(F)=CC=1)C.C=O.[CH:22]([NH2:25])([CH3:24])[CH3:23].[F:26][C:27]1[CH:45]=[CH:44][C:30]([CH2:31][N:32]([CH3:43])[C:33]([C:35]2[CH2:36]N(C)[C:38](=[O:41])[C:39]=2[OH:40])=[O:34])=[CH:29][CH:28]=1>>[F:26][C:27]1[CH:45]=[CH:44][C:30]([CH2:31][N:32]([CH3:43])[C:33]([C:35]2[CH2:36][N:25]([CH:22]([CH3:24])[CH3:23])[C:38](=[O:41])[C:39]=2[OH:40])=[O:34])=[CH:29][CH:28]=1. Starting materials: COC(C(=CC(N(C)CC1=CC=C(C=C1)F)=O)O)=O (3-[(4-Fluoro-benzyl)-methyl-carbamoyl]-2-hydroxy-acrylic acid methyl ester), C=O (paraformaldehyde), C(C)(C)N (isopropylamine), FC1=CC=C(CN(C(=O)C=2CN(C(C2O)=O)C)C)C=C1 (4-Hydroxy-1-methyl-5-oxo-2,5-dihydro-1H-pyrrole-3-carboxylic acid (4-fluoro-benzyl)-methyl amide). The product is FC1=CC=C(CN(C(=O)C=2CN(C(C2O)=O)C(C)C)C)C=C1 (4-Hydroxy-1-isopropyl-5-oxo-2,5-dihydro-1H-pyrrole-3-carboxylic acid (4-fluoro-benzyl)-methyl-amide). Procedure details: 3-[(4-Fluoro-benzyl)-methyl-carbamoyl]-2-hydroxy-acrylic acid methyl ester (compound 1-D) was treated with paraformaldehyde and isopropylamine as described in the preparation of Compound 1. 1H NMR (500 MHz, CDCl3) δ: 1.23 (d, 6, J=7), 3.02 (s, 3), 4.10 (s, 2), 4.45 (heptet, 1, J=7), 4.62 (s, 2), 7.03 (m, 2), 7.24 (m, 2). 13C NMR (125 MHz, CDCl3) δ: 20.61, 34.72, 44.09, 44.34, 110.21, 115.57, 115.75, 129.43, 129.50, 132.28, 132.30, 149.92, 161.35, 163.31, 164.76, 165.80. As a reaction SMILES: [CH:33](=[CH2:34])[Sn:35]([CH2:36][CH2:37][CH2:38][CH3:39])([CH2:40][CH2:41][CH2:42][CH3:43])[CH2:44][CH2:45][CH2:46][CH3:47].[F:1][C:2]1([F:32])[CH2:3][CH:4]([C:7]([C:8](=[O:9])[O:10][CH:11]2[CH2:12][CH2:13][N:14]([C:17](=[O:18])[O:19][C:20]([CH3:21])([CH3:22])[CH3:23])[CH2:15][CH2:16]2)([c:24]2[cH:25][cH:26][c:27]([Br:30])[cH:28][cH:29]2)[OH:31])[CH2:5][CH2:6]1.[O:48]1[CH2:49][CH2:50][O:51][CH2:52][CH2:53]1>>[F:1][C:2]1([F:32])[CH2:3][CH:4]([C:7]([C:8](=[O:9])[O:10][CH:11]2[CH2:12][CH2:13][N:14]([C:17](=[O:18])[O:19][C:20]([CH3:21])([CH3:22])[CH3:23])[CH2:15][CH2:16]2)([c:24]2[cH:25][cH:26][c:27]([CH:33]=[CH2:34])[cH:28][cH:29]2)[OH:31])[CH2:5][CH2:6]1. Reactants: C=C[Sn](CCCC)(CCCC)CCCC, CC(C)(C)OC(=O)N1CCC(OC(=O)C(O)(c2ccc(Br)cc2)C2CCC(F)(F)C2)CC1, C1COCCO1. The product is C=Cc1ccc(C(O)(C(=O)OC2CCN(C(=O)OC(C)(C)C)CC2)C2CCC(F)(F)C2)cc1. The reactants are CCCCCC(CCC1CCC(=O)C1CCCCCCC(=O)OCC)OS(C)(=O)=O, CN(C)C=O, N#C[S-]. The product is CCCCCC(CCC1CCC(=O)C1CCCCCCC(=O)OCC)SC#N. RXN SMILES: [CH3:1][S:2]([O:3][CH:6]([CH2:7][CH2:8][CH:9]1[CH2:10][CH2:11][C:12](=[O:25])[CH:13]1[CH2:14][CH2:15][CH2:16][CH2:17][CH2:18][CH2:19][C:20](=[O:21])[O:22][CH2:23][CH3:24])[CH2:26][CH2:27][CH2:28][CH2:29][CH3:30])(=[O:4])=[O:5].[CH3:34][N:35]([CH3:36])[CH:37]=[O:38].[S-:31][C:32]#[N:33]>>[CH:6]([CH2:7][CH2:8][CH:9]1[CH2:10][CH2:11][C:12](=[O:25])[CH:13]1[CH2:14][CH2:15][CH2:16][CH2:17][CH2:18][CH2:19][C:20](=[O:21])[O:22][CH2:23][CH3:24])([CH2:26][CH2:27][CH2:28][CH2:29][CH3:30])[S:31][C:32]#[N:33].